From a dataset of the Open Reaction Database (ORD), a public repository of structured organic reaction records. describe an organic reaction: reactants, conditions, products, and yield The reactants are CCc1nn2ccccc2c1I, NC1CCCCC1N, I[Cu]I, [K+], [K+], [K+], NC(=O)C1CCOCC1, O=P([O-])([O-])[O-], Cc1ccccc1C. Product: CCc1nn2ccccc2c1NC(=O)C1CCOCC1. As a reaction SMILES: [CH2:1]([CH3:2])[c:3]1[n:4][n:5]2[c:6]([cH:7][cH:8][cH:9][cH:10]2)[c:11]1[I:12].[CH:30]1([NH2:31])[CH2:32][CH2:33][CH2:34][CH2:35][CH:36]1[NH2:37].[Cu:38]([I:39])[I:40].[K+:27].[K+:28].[K+:29].[O:13]1[CH2:14][CH2:15][CH:16]([C:19](=[O:20])[NH2:21])[CH2:17][CH2:18]1.[P:22]([O-:23])([O-:24])([O-:25])=[O:26].[c:41]1([CH3:42])[c:43]([CH3:44])[cH:45][cH:46][cH:47][cH:48]1>>[CH2:1]([CH3:2])[c:3]1[n:4][n:5]2[c:6]([cH:7][cH:8][cH:9][cH:10]2)[c:11]1[NH:21][C:19]([CH:16]1[CH2:15][CH2:14][O:13][CH2:18][CH2:17]1)=[O:20]. Reactants: [OH-].[Na+] (NaOH), C1(=CC=CC=C1)C=1N=CN(C1)C1=NC=CC=C1C(=O)OCC (ethyl 2-(4-phenyl-1H-imidazol-1-yl)pyridine-3-carboxylate). Run in CO (methanol). Reaction conditions: time 2 hour. The product is C1(=CC=CC=C1)C=1N=CN(C1)C1=NC=CC=C1C(=O)O (2-(4-Phenyl-1H-imidazol-1-yl)pyridin-3-carboxylic acid). Isolated yield 71.9%. RXN SMILES: [OH-].[Na+].[C:3]1([C:9]2[N:10]=[CH:11][N:12]([C:14]3[C:19]([C:20]([O:22]CC)=[O:21])=[CH:18][CH:17]=[CH:16][N:15]=3)[CH:13]=2)[CH:8]=[CH:7][CH:6]=[CH:5][CH:4]=1>CO>[C:3]1([C:9]2[N:10]=[CH:11][N:12]([C:14]3[C:19]([C:20]([OH:22])=[O:21])=[CH:18][CH:17]=[CH:16][N:15]=3)[CH:13]=2)[CH:4]=[CH:5][CH:6]=[CH:7][CH:8]=1 |f:0.1|. Reported procedure: 15 m of a 2N NaOH solution were added to a solution of 2.0 g of ethyl 2-(4-phenyl-1H-imidazol-1-yl)pyridine-3-carboxylate (6.82 mmol) in 30 ml of methanol, and the mixture was then stirred at room temperature for 2 hours. The reaction mixture was subsequently evaporated to dryness, mixed with 10 ml of H2O and neutralized by adding 2N HCl. Filtration with suction and drying the precipitate formed resulted in 1.3 g of the acid as brown amorphous solid. The reactants are BrC1=C(C=O)C=CC=C1 (2-bromobenzaldehyde), C([O-])([O-])=O.[Na+].[Na+] (sodium carbonate), S1C(=CC=C1)B(O)O (thiophene-2-boronic acid), tetrakis(triphenylphosphine)palladium[0]. Run in COCCOC (DME). The product is S1C(=CC=C1)C1=C(C=O)C=CC=C1 (2-(2-thienyl)benzaldehyde). RXN SMILES: Br[C:2]1[CH:9]=[CH:8][CH:7]=[CH:6][C:3]=1[CH:4]=[O:5].C(=O)([O-])[O-].[Na+].[Na+].[S:16]1[CH:20]=[CH:19][CH:18]=[C:17]1B(O)O>COCCOC>[S:16]1[CH:20]=[CH:19][CH:18]=[C:17]1[C:2]1[CH:9]=[CH:8][CH:7]=[CH:6][C:3]=1[CH:4]=[O:5] |f:1.2.3|. Reported procedure: To a mixture of 2-bromobenzaldehyde (1.17 mL, 10.0 mmol) and 2.0 M aqueous sodium carbonate (75 mL) in DME (225 mL) were added thiophene-2-boronic acid (1.53 g, 12.0 mmol) and tetrakis(triphenylphosphine)palladium[0] (578 mg, 0.5 mmol). The mixture was heated to reflux under nitrogen for 16 hr. The resulting solution was cooled, and the crude product was extracted from aqueous solution with ethyl acetate. The organic layer was dried over MgSO4, and the solvents were removed under vacuum. The cru... Reactants: [OH-].[Na+] (NaOH), C1=NC=CC2=CC(=CC=C12)C(=O)[C@H]1C(CCC[C@@H]1C)(C)C (isoquinolin-6-yl((1R,6S)-2,2,6-trimethylcyclohexyl)methanone). The reagents and catalysts are [Pt](=O)=O (platinum dioxide). Run in ClCCl (dichloromethane), C(C)(=O)O (acetic acid). Conditions: time 4 hour. Yields the product C1NCCC2=CC(=CC=C12)C(=O)[C@H]1C(CCC[C@@H]1C)(C)C ((1,2,3,4-tetrahydroisoquinolin-6-yl)((1R,6S)-2,2,6-trimethylcyclohexyl)methanone). The yield is 72.3%. Reaction SMILES: [CH:1]1[C:10]2[C:5](=[CH:6][C:7]([C:11]([C@@H:13]3[C@@H:18]([CH3:19])[CH2:17][CH2:16][CH2:15][C:14]3([CH3:21])[CH3:20])=[O:12])=[CH:8][CH:9]=2)[CH:4]=[CH:3][N:2]=1.[OH-].[Na+]>C(O)(=O)C.ClCCl.[Pt](=O)=O>[CH2:1]1[C:10]2[C:5](=[CH:6][C:7]([C:11]([C@@H:13]3[C@@H:18]([CH3:19])[CH2:17][CH2:16][CH2:15][C:14]3([CH3:20])[CH3:21])=[O:12])=[CH:8][CH:9]=2)[CH2:4][CH2:3][NH:2]1 |f:1.2|. Procedure details: To a solution of the product of Example 13a (178 mg, 0.63 mmol) in acetic acid (2 mL) was added platinum dioxide (25 mg) and the reaction was stirred at room temperature under an atmosphere of hydrogen for 4 hours. The mixture was diluted with dichloromethane (40 mL) and basified with 1 N NaOH (35 mL) and the organic phase was separated. The aqueous layer was extracted with dichloromethane (30 mL). The combined organic phase was washed with brine (50 mL), dried over anhydrous sodium sulfate and ... Starting materials: CC(c1ccccc1)N1CC(CO[Si](C)(C)C(C)(C)C)(C(=O)OC(C)(C)C)C(C)C1=O, CCCC[N+](CCCC)(CCCC)CCCC, [F-], C1CCOC1. Yields the product CC(c1ccccc1)N1CC(CO)(C(=O)OC(C)(C)C)C(C)C1=O. RXN SMILES: [C:1]([Si:2]([CH3:3])([CH3:4])[O:6][CH2:7][C:8]1([C:23](=[O:24])[O:25][C:26]([CH3:27])([CH3:28])[CH3:29])[CH2:9][N:10]([CH:15]([CH3:16])[c:17]2[cH:18][cH:19][cH:20][cH:21][cH:22]2)[C:11](=[O:14])[CH:12]1[CH3:13])([CH3:5])([CH3:30])[CH3:31].[CH3:33][CH2:34][CH2:35][CH2:36][N+:37]([CH2:38][CH2:39][CH2:40][CH3:41])([CH2:42][CH2:43][CH2:44][CH3:45])[CH2:46][CH2:47][CH2:48][CH3:49].[F-:32].[O:50]1[CH2:51][CH2:52][CH2:53][CH2:54]1>>[OH:6][CH2:7][C:8]1([C:23](=[O:24])[O:25][C:26]([CH3:27])([CH3:28])[CH3:29])[CH2:9][N:10]([CH:15]([CH3:16])[c:17]2[cH:18][cH:19][cH:20][cH:21][cH:22]2)[C:11](=[O:14])[CH:12]1[CH3:13]. The reactants are F[B-](F)(F)F.C(C)[O+](CC)CC (triethyloxonium fluoroborate), C(C)(=O)O[C@@H]1[C@]2(C)[C@@H](CC1)[C@@H]1CC=C3C[C@H](CC[C@]3(COC(C)=O)[C@H]1CC2)O (5-Androstene-3β,17β,19-triol 17,19-diacetate), O (water). Solvent: C(Cl)Cl (methylenechloride). Reaction conditions: time 2 hour. Product: C(C)(=O)O[C@@H]1[C@]2(C)[C@@H](CC1)[C@@H]1CC=C3C[C@H](CC[C@]3(COC(C)=O)[C@H]1CC2)OCC (3β-ethoxy-5-androstene-17β,19-diol diacetate). RXN SMILES: [C:1]([O:4][C@H:5]1[CH2:10][CH2:9][C@H:8]2[C@H:11]3[C@H:25]([CH2:26][CH2:27][C@:6]12[CH3:7])[C@:19]1([CH2:20][O:21][C:22](=[O:24])[CH3:23])[C:14]([CH2:15][C@@H:16]([OH:28])[CH2:17][CH2:18]1)=[CH:13][CH2:12]3)(=[O:3])[CH3:2].F[B-](F)(F)F.[CH2:34]([O+](CC)CC)[CH3:35].O>C(Cl)Cl>[C:1]([O:4][C@H:5]1[CH2:10][CH2:9][C@H:8]2[C@H:11]3[C@H:25]([CH2:26][CH2:27][C@:6]12[CH3:7])[C@:19]1([CH2:20][O:21][C:22](=[O:24])[CH3:23])[C:14]([CH2:15][C@@H:16]([O:28][CH2:34][CH3:35])[CH2:17][CH2:18]1)=[CH:13][CH2:12]3)(=[O:3])[CH3:2] |f:1.2|. Reported procedure: 5-Androstene-3β,17β,19-triol 17,19-diacetate is dissolved in methylenechloride and triethyloxonium fluoroborate added thereto. After stirring for a period of about two hours at room temperature, water is added to the reaction mixture. The methylenechloride layer is dried over magnesium sulfate and concentrated to dryness. The residue is crystallized from an acetone-hexane mixture to yield the desired 3β-ethoxy-5-androstene-17β,19-diol diacetate. Reactants: FC1=CC=C(C(CBr)=O)C=C1 (4-fluorophenacyl bromide), Example 1 ( a ), CN(C=O)C (dimethylformamide), CN(C=O)C (dimethylformamide), N1(CCCC1)C1=CCSCC1 (5,6-dihydro-4-(1-pyrrolidinyl)-2H-thiopyran). The solvent is O (water). Run at time 6 hour. The product is FC1=CC=C(C(CC2CSCCC2=O)=O)C=C1 (3-(4-fluorophenacyl)-2,3,5,6-tetrahydrothiopyran-4-one). RXN SMILES: [F:1][C:2]1[CH:11]=[CH:10][C:5]([C:6](=[O:9])[CH2:7]Br)=[CH:4][CH:3]=1.CN(C)[CH:14]=[O:15].N1(C2[CH2:27][CH2:26][S:25][CH2:24][CH:23]=2)CCCC1>O>[F:1][C:2]1[CH:11]=[CH:10][C:5]([C:6](=[O:9])[CH2:7][CH:23]2[C:14](=[O:15])[CH2:27][CH2:26][S:25][CH2:24]2)=[CH:4][CH:3]=1. Procedure details: A solution of 21.7 g (0.10 mole) of 4-fluorophenacyl bromide in 50 ml. of dimethylformamide is added dropwise to a cold stirred solution of 16.9 g (0.10 mole) of 5,6-dihydro-4-(1-pyrrolidinyl)-2H-thiopyran [Example 1 (a)], and 100 ml. of dimethylformamide under nitrogen. After 6 hours at ambient temperature, the mixture is diluted with water and extracted with chloroform. The chloroform solution is washed with water, dried over magnesium sulfate and concentrated to an oil. Crystallization and re...